From a dataset of the Open Reaction Database (ORD), a public repository of structured organic reaction records. describe an organic reaction: reactants, conditions, products, and yield Starting materials: NC=1C=C(C=CC1)NC(C)=O (N-(3-amino-phenyl)-acetamide), C(C)(C)(C)OC(=O)N1CCC(CC1)=O (4-oxo-piperidine-1-carboxylic acid tert-butyl ester), C(#N)[BH3-].[Na+] (Sodium cyanoborohydride). The solvent is C(C)(C)O (isopropanol), C(C)(C)O (isopropanol). Reaction conditions: temperature 120 celsius. Yields the product C(C)(C)(C)OC(=O)N1CCC(CC1)NC1=CC(=CC=C1)NC(C)=O (4-(3-Acetylamino-phenylamino)-piperidine-1-carboxylic acid tert-butyl ester). Yield: 49.0%. RXN SMILES: [NH2:1][C:2]1[CH:3]=[C:4]([NH:8][C:9](=[O:11])[CH3:10])[CH:5]=[CH:6][CH:7]=1.[C:12]([O:16][C:17]([N:19]1[CH2:24][CH2:23][C:22](=O)[CH2:21][CH2:20]1)=[O:18])([CH3:15])([CH3:14])[CH3:13].C([BH3-])#N.[Na+]>C(O)(C)C>[C:12]([O:16][C:17]([N:19]1[CH2:24][CH2:23][CH:22]([NH:1][C:2]2[CH:7]=[CH:6][CH:5]=[C:4]([NH:8][C:9](=[O:11])[CH3:10])[CH:3]=2)[CH2:21][CH2:20]1)=[O:18])([CH3:15])([CH3:13])[CH3:14] |f:2.3|. Procedure: A mixture of N-(3-amino-phenyl)-acetamide (0.19 g, 1.25 mmol, 1.0 equiv; commercially available) and 4-oxo-piperidine-1-carboxylic acid tert-butyl ester (0.3 g, 1.50 mmol, 1.2 equiv; commercially available) in isopropanol (2 mL) was heated by microwave irradiation to 120° C. for 20 min. Sodium cyanoborohydride (0.16 g, 2.50 mmol, 2.0 equiv), dissolved in isopropanol (2 mL), was added and the reaction mixture heated by microwave irradiation to 120° C. for an additional time period of 20 min. The ... The reactants are BrC1=C(C(=CC(=C1)Br)Br)O (2,4,6-Tribromophenol), C1CO1 (ethylene oxide). The reagents and catalysts are [Cl-].C[N+](C)(C)C (tetramethylammonium chloride). The solvent is C1=CC=CC=C1 (benzene). Product: BrC1=C(OC(C)O)C(=CC(=C1)Br)Br (2,4,6-tribromophenoxy ethanol). As a reaction SMILES: [Br:1][C:2]1[CH:7]=[C:6]([Br:8])[CH:5]=[C:4]([Br:9])[C:3]=1[OH:10].[CH2:11]1[O:13][CH2:12]1>[Cl-].C[N+](C)(C)C.C1C=CC=CC=1>[Br:1][C:2]1[CH:7]=[C:6]([Br:8])[CH:5]=[C:4]([Br:9])[C:3]=1[O:10][CH:12]([OH:13])[CH3:11] |f:2.3|. Reported procedure: 2,4,6-Tribromophenol (94.9 parts), ethylene oxide (14.7 parts) and tetramethylammonium chloride (2.0 parts) were charged into the same type of reactor as described in Example I. Reactants were heated to 95°-100° C. over 21/2 hours and allowed to react at this temperature for an additional 41/2 hours for the completion of reaction. The product was then dissolved in benzene, washed with water three times, dried with anhydrous sodium sulfate, filtered, and benzene stripped off under vacuum at 40° C... The reactants are Cl.C1NCCC=2N(C=3C=CC=CC3C21)CC(=O)OCC (Ethyl (1,2,3,4-tetrahydro-pyrido[4,3-b]indol-5-yl)-acetate hydrochloride), C1(=CC=CC=C1)NN (phenylhydrazine). The product is Cl.ClC1=CC=2C3=C(N(C2C=C1)CC(=O)OCC)CCNC3 (Ethyl (8-chloro-1,2,3,4-tetrahydro-pyrido[4,3-b]indol-5-yl)-acetate hydrochloride). RXN SMILES: [ClH:1].[CH2:2]1[C:14]2[C:13]3[CH:12]=[CH:11][CH:10]=[CH:9][C:8]=3[N:7]([CH2:15][C:16]([O:18][CH2:19][CH3:20])=[O:17])[C:6]=2[CH2:5][CH2:4][NH:3]1.C1(NN)C=CC=CC=1>>[ClH:1].[Cl:1][C:11]1[CH:10]=[CH:9][C:8]2[N:7]([CH2:15][C:16]([O:18][CH2:19][CH3:20])=[O:17])[C:6]3[CH2:5][CH2:4][NH:3][CH2:2][C:14]=3[C:13]=2[CH:12]=1 |f:0.1,3.4|. Reported procedure: The title compound is prepared using a procedure analogous to Intermediate 1, substituting 4-chlorophenylhydrazine for phenylhydrazine in Step 1a). Reactants: COC(C1=CC(=C(C=C1)C#N)OCCNC(=O)OC(C)(C)C)=O (3-(2-tert-Butoxycarbonylamino-ethoxy)-4-cyano-benzoic acid methyl ester), [Li+].[BH4-] (LiBH4). The solvent is C1CCOC1 (THF), C1CCOC1 (THF). Run at temperature 70 celsius. The product is C(C)(C)(C)OC(NCCOC1=C(C=CC(=C1)CO)C#N)=O ([2-(2-cyano-5-hydroxymethyl-phenoxy)-ethyl]-carbamic acid tert-butyl ester). RXN SMILES: C[O:2][C:3](=O)[C:4]1[CH:9]=[CH:8][C:7]([C:10]#[N:11])=[C:6]([O:12][CH2:13][CH2:14][NH:15][C:16]([O:18][C:19]([CH3:22])([CH3:21])[CH3:20])=[O:17])[CH:5]=1.[Li+].[BH4-]>C1COCC1>[C:19]([O:18][C:16](=[O:17])[NH:15][CH2:14][CH2:13][O:12][C:6]1[CH:5]=[C:4]([CH2:3][OH:2])[CH:9]=[CH:8][C:7]=1[C:10]#[N:11])([CH3:22])([CH3:20])[CH3:21] |f:1.2|. Procedure: 3-(2-tert-Butoxycarbonylamino-ethoxy)-4-cyano-benzoic acid methyl ester from Step 2 (346 mg, 1.08 mmol) was dissolved in THF (5.5 ml). LiBH4 in THF (2 M, 1.1 ml, 2.16 mmol) was added. The reaction mixture was heated to 70° C. for 3 hours. The reaction was quenched carefully with 3N HCl and then extracted with EtOAc (3×10 mL). The organic layers were combined, washed with brine, dried (MgSO4), filtered and concentrated to yield the desired compound. 1H NMR (400 MHz, CDCl3) δ 7.48 (d, 1H, d, J=4.5...